This data is from the Open Reaction Database (ORD), a public repository of structured organic reaction records. The task is: describe an organic reaction: reactants, conditions, products, and yield Reactants: FC1=CC=C(C(=C1C=O)NC1=C(C=C(C=C1)I)F)[N+](=O)[O-] (6-fluoro-2-(2-fluoro-4-iodo-phenylamino)-3-nitro-benzaldehyde), O.NN (hydrazine hydrate). Run in COCCOC (DME). Run at time 18 hour. The product is FC1=C(C=CC(=C1)I)NC1=C2C=NNC2=CC=C1[N+](=O)[O-] ((2-Fluoro-4-iodo-phenyl)-(5-nitro-1H-indazol-4-yl)-amine). The yield is 98.0%. As a reaction SMILES: F[C:2]1[C:7]([CH:8]=O)=[C:6]([NH:10][C:11]2[CH:16]=[CH:15][C:14]([I:17])=[CH:13][C:12]=2[F:18])[C:5]([N+:19]([O-:21])=[O:20])=[CH:4][CH:3]=1.O.[NH2:23][NH2:24]>COCCOC>[F:18][C:12]1[CH:13]=[C:14]([I:17])[CH:15]=[CH:16][C:11]=1[NH:10][C:6]1[C:5]([N+:19]([O-:21])=[O:20])=[CH:4][CH:3]=[C:2]2[C:7]=1[CH:8]=[N:23][NH:24]2 |f:1.2|. Reported procedure: To a stirred solution of 6-fluoro-2-(2-fluoro-4-iodo-phenylamino)-3-nitro-benzaldehyde (864 mg, 2.14 mmol) in DME (15 ml) was slowly added hydrazine hydrate (10 mL) at room temperature and the reaction mixture stirred for 18 hours. The organic solvent was removed in vacuo and the mixture diluted with water (50 mL). The resulting solid was collected by filtration, washed with water and dried under vacuum to yield the title compound (839 mg, 98%). LCMS (Method B): RT=3.61 min, [M+H]+=399. The reactants are ClC=1C=C(C(=O)O)C=CC1C(NC1=CC(=C(C=C1)Cl)C1=NC=CC=C1)=O (3-chloro-4-(4-chloro-3-(pyridin-2-yl)phenylcarbamoyl)benzoic acid), CS(=O)(=O)C1=CC=C(C=C1)CN ((4-(methylsulfonyl)phenyl)methanamine). Yields the product ClC1=C(C(=O)NC2=CC(=C(C=C2)Cl)C2=NC=CC=C2)C=CC(=C1)C(=O)NCC1=CC=C(C=C1)S(=O)(=O)C (2-chloro-N1-(4-chloro-3-(pyridin-2-yl)phenyl)-N4-(4-(methylsulfonyl)benzyl)terephthalamide). RXN SMILES: [Cl:1][C:2]1[CH:3]=[C:4]([CH:8]=[CH:9][C:10]=1[C:11](=[O:26])[NH:12][C:13]1[CH:18]=[CH:17][C:16]([Cl:19])=[C:15]([C:20]2[CH:25]=[CH:24][CH:23]=[CH:22][N:21]=2)[CH:14]=1)[C:5](O)=[O:6].[CH3:27][S:28]([C:31]1[CH:36]=[CH:35][C:34]([CH2:37][NH2:38])=[CH:33][CH:32]=1)(=[O:30])=[O:29]>>[Cl:1][C:2]1[CH:3]=[C:4]([C:5]([NH:38][CH2:37][C:34]2[CH:33]=[CH:32][C:31]([S:28]([CH3:27])(=[O:30])=[O:29])=[CH:36][CH:35]=2)=[O:6])[CH:8]=[CH:9][C:10]=1[C:11]([NH:12][C:13]1[CH:18]=[CH:17][C:16]([Cl:19])=[C:15]([C:20]2[CH:25]=[CH:24][CH:23]=[CH:22][N:21]=2)[CH:14]=1)=[O:26]. Procedure: 62 mg of 3-chloro-4-(4-chloro-3-(pyridin-2-yl)phenylcarbamoyl)benzoic acid was coupled to (4-(methylsulfonyl)phenyl)methanamine via Procedure G. The crude product was purified on reverse phase HPLC to yield 2-chloro-N1-(4-chloro-3-(pyridin-2-yl)phenyl)-N4-(4-(methylsulfonyl)benzyl)terephthalamide. MS (Q1) 554 (M)+. Reaction SMILES: I[C:2]1[C:7]([N+:8]([O-:10])=[O:9])=[CH:6][N:5]=[C:4]2[O:11][CH2:12][CH2:13][C:3]=12.[OH:14][C@:15]1([CH3:30])[C@@H:20]([CH3:21])[CH2:19][NH:18][CH2:17][C@H:16]1[NH:22][C:23](=[O:29])[O:24][C:25]([CH3:28])([CH3:27])[CH3:26].CCN(C(C)C)C(C)C>CCO>[OH:14][C@:15]1([CH3:30])[C@@H:20]([CH3:21])[CH2:19][N:18]([C:2]2[C:7]([N+:8]([O-:10])=[O:9])=[CH:6][N:5]=[C:4]3[O:11][CH2:12][CH2:13][C:3]=23)[CH2:17][C@H:16]1[NH:22][C:23](=[O:29])[O:24][C:25]([CH3:28])([CH3:27])[CH3:26]. Solvent: CCO (EtOH). Starting materials: IC1=C2C(=NC=C1[N+](=O)[O-])OCC2 (4-iodo-5-nitro-2,3-dihydrofuro[2,3-b]pyridine), O[C@]1([C@@H](CNC[C@@H]1C)NC(OC(C)(C)C)=O)C (tert-butyl [(3R,4R,5S)-4-hydroxy-4,5-dimethylpiperidin-3-yl]carbamate), CCN(C(C)C)C(C)C (DIPEA). Product: O[C@]1([C@@H](CN(C[C@@H]1C)C1=C2C(=NC=C1[N+](=O)[O-])OCC2)NC(OC(C)(C)C)=O)C (tert-Butyl [(3R,4R,5S)-4-hydroxy-4,5-dimethyl-1-(5-nitro-2,3-dihydrofuro[2,3-b]pyridin-4-yl)piperidin-3-yl]carbamate). Reported procedure: To a vial containing 4-iodo-5-nitro-2,3-dihydrofuro[2,3-b]pyridine (59 mg, 0.20 mmol) and tert-butyl [(3R,4R,5S)-4-hydroxy-4,5-dimethylpiperidin-3-yl]carbamate (46 mg, 0.19 mmol) was added EtOH (2.0 mL), followed by DIPEA (100 mg, 0.772 mmol). The mixture was stirred at 110° C. for 15 h. After cooling to the room temperature, the reaction was concentrated under reduced pressure. The resulting residue was purified on silica gel (0-100% EtOAc in hexanes) to give the sub-title compound as a yellow ... Conditions: temperature 110 celsius, time 15 hour. Isolated yield 65.7%. Reactants: CC1(OB(OC1(C)C)C=1C=CC(=NC1)C#N)C (5-(4,4,5,5-tetramethyl-1,3,2-dioxaborolan-2-yl)picolinonitrile), N[C@@H]([C@H](O)C1=CC=C(C=C1)I)CF ((1R,2S)-2-amino-3-fluoro-1-(4-iodophenyl)-propan-1-ol), C(=O)([O-])[O-].[Cs+].[Cs+] (Cs2CO3). Reagents/catalysts: C=1C=CC(=CC1)[P](C=2C=CC=CC2)(C=3C=CC=CC3)[Pd]([P](C=4C=CC=CC4)(C=5C=CC=CC5)C=6C=CC=CC6)([P](C=7C=CC=CC7)(C=8C=CC=CC8)C=9C=CC=CC9)[P](C=1C=CC=CC1)(C=1C=CC=CC1)C=1C=CC=CC1 (Pd(PPh3)4). Run in C(OC)COC (dimethoxyethane), O (water). Conditions: temperature 90 celsius. Product: N[C@@H]([C@H](O)C1=CC=C(C=C1)C=1C=CC(=NC1)C#N)CF (5-(4-((1R,2S)-2-amino-3-fluoro-1-hydroxypropyl)-phenyl)picolinonitrile). RXN SMILES: CC1(C)C(C)(C)OB([C:9]2[CH:10]=[CH:11][C:12]([C:15]#[N:16])=[N:13][CH:14]=2)O1.[NH2:18][C@H:19]([CH2:29][F:30])[C@@H:20]([C:22]1[CH:27]=[CH:26][C:25](I)=[CH:24][CH:23]=1)[OH:21].C([O-])([O-])=O.[Cs+].[Cs+]>C(COC)OC.O.C1C=CC([P]([Pd]([P](C2C=CC=CC=2)(C2C=CC=CC=2)C2C=CC=CC=2)([P](C2C=CC=CC=2)(C2C=CC=CC=2)C2C=CC=CC=2)[P](C2C=CC=CC=2)(C2C=CC=CC=2)C2C=CC=CC=2)(C2C=CC=CC=2)C2C=CC=CC=2)=CC=1>[NH2:18][C@H:19]([CH2:29][F:30])[C@@H:20]([C:22]1[CH:23]=[CH:24][C:25]([C:9]2[CH:10]=[CH:11][C:12]([C:15]#[N:16])=[N:13][CH:14]=2)=[CH:26][CH:27]=1)[OH:21] |f:2.3.4,^1:47,49,68,87|. Reported procedure: To a solution of commercially available 5-(4,4,5,5-tetramethyl-1,3,2-dioxaborolan-2-yl)picolinonitrile (0.5 g, 2.17 mmol) in degassed dimethoxyethane (10 mL) and water (3 mL) is added (1R,2S)-2-amino-3-fluoro-1-(4-iodophenyl)-propan-1-ol (0.65 g, 2.20 mmol) and Cs2CO3 (2.15 g, 6.6 mmol). Pd(PPh3)4 (0.25 g, 0.21 mmol) is added and the reaction mixture heated to 90° C. for 1.5 hours. Starting materials: O=C([O-])[O-], CCCOCBr, CC(C)=O, [K+], [K+], O=[N+]([O-])c1ccccc1O. Product: CCCOCOc1ccccc1[N+](=O)[O-]. Reaction SMILES: [C:17](=[O:18])([O-:19])[O-:20].[CH2:11]([CH2:12][CH3:13])[O:14][CH2:15][Br:16].[CH3:23][C:24](=[O:25])[CH3:26].[K+:21].[K+:22].[OH:1][c:2]1[cH:3][cH:4][cH:5][cH:6][c:7]1[N+:8]([O-:9])=[O:10]>>[O:1]([c:2]1[cH:3][cH:4][cH:5][cH:6][c:7]1[N+:8]([O-:9])=[O:10])[CH2:15][O:14][CH2:11][CH2:12][CH3:13]. Reaction SMILES: [Br:1][C:2]1[CH:3]=[CH:4][C:5](=[O:9])[NH:6][C:7]=1[CH3:8].IC.[C:12]([O-])([O-])=O.[K+].[K+]>CS(C)=O>[Br:1][C:2]1[CH:3]=[CH:4][C:5](=[O:9])[N:6]([CH3:12])[C:7]=1[CH3:8] |f:2.3.4|. Reported procedure: To a solution of 5-bromo-6-methylpyridin-2(1H)-one (164 mg, 0.872 mmol) and iodomethane (0.065 mL, 1.047 mmol) in DMSO (3 mL) was added K2CO3 (145 mg, 1.047 mmol). The mixture was stirred at 60° C. overnight, filtered, and purified via preparative HPLC, eluting with a gradient of 20-70% ACN (containing 0.035% TFA) in H2O (containing 0.05% TFA) to give the title compound. Run in CS(=O)C (DMSO). The product is BrC=1C=CC(N(C1C)C)=O (5-bromo-1,6-dimethylpyridin-2(1H)-one). Reaction conditions: temperature 60 celsius, time 8 hour. Reactants: BrC=1C=CC(NC1C)=O (5-bromo-6-methylpyridin-2(1H)-one), IC (iodomethane), C(=O)([O-])[O-].[K+].[K+] (K2CO3). The reactants are [Na] (sodium), Cl (HCl), solid, [N+](=O)([O-])C1C(CCCCCCCCCC1)=O (2-nitro cyclododecan-1-one), C(C)O (ethanol), C(C)O (ethanol). Run in C(C)O.O (ethanol water), C(Cl)Cl (methylene chloride), O (water). Conditions: temperature 15 celsius, time 20 minute. The product is C(CCCCCCCCCCC)O (dodecanol), hydroxy. RXN SMILES: [Na].C(O)C.[N+]([CH:8]1[CH2:19][CH2:18][CH2:17][CH2:16][CH2:15][CH2:14][CH2:13][CH2:12][CH2:11][CH2:10][C:9]1=[O:20])([O-])=O.Cl>C(Cl)Cl.O.C(O)C.O>[CH2:9]([OH:20])[CH2:8][CH2:19][CH2:18][CH2:17][CH2:16][CH2:15][CH2:14][CH2:13][CH2:12][CH2:11][CH3:10] |f:6.7,^1:0|. Reported procedure: For purposes of analytical determinations, the process of Example 2 was carried out with sodium boroduteride (NaBD4) To 40 milliliters of absolute ethanol was added about 2.5 grams of NaBD4 (0.05972 mole). The suspension was stirred and about 6.78 grams (0.02986 mole) solid 2-nitro cyclododecan-1-one were added in portions maintaining the temperature at about 15° C. The addition took about 20 minutes and some foaming was evidenced (gas evolution). After the addition was complete, a white, fairly...